From a dataset of the Open Reaction Database (ORD), a public repository of structured organic reaction records. describe an organic reaction: reactants, conditions, products, and yield The reactants are [Na] (sodium), ClC=1C=C(C(=O)O)C=C(N1)Cl (2,6-dichloroisonicotinic acid), [Na] (sodium), ClC=1C=C(C(=O)O)C=C(N1)Cl (2,6-dichloroisonicotinic acid), [Na] (sodium), [K] (potassium), C(C=C)O (allyl alcohol), C(C1=CC=CC=C1)O (benzyl alcohol), substituted benzyl alcohol, alcoholate. Solvent: O (water), C1(=CC=CC=C1)C (toluene), CN(C=O)C (dimethylformamide), CN(C=O)C (dimethylformamide), O1CCCC1 (tetrahydrofuran). Conditions: temperature 80 celsius, time 13 hour. Product: C(C1=CC=NC=C1)(=O)O (isonicotinic acid), substituted benzyloxy. Reaction SMILES: [Na].[K].C(O)C=C.C(O)C1C=CC=CC=1.Cl[C:16]1[CH:17]=[C:18]([CH:22]=[C:23](Cl)[N:24]=1)[C:19]([OH:21])=[O:20]>O.CN(C)C=O.C1(C)C=CC=CC=1.O1CCCC1>[C:19]([OH:21])(=[O:20])[C:18]1[CH:22]=[CH:23][N:24]=[CH:16][CH:17]=1 |^1:0,1|. Procedure details: A sodium or potassium salt of allyl alcohol, benzyl alcohol, or substituted benzyl alcohol is dissolved in a solvent that does not affect the reaction, such as tetrahydrofuran, toluene, and dimethylformamide, and preferably dimethylformamide. A sodium salt of 2,6-dichloroisonicotinic acid is added to the resulting solution at room temperature. The resulting mixture is stirred at 60 to 100° C. for 2 to 24 hours. The mixture is allowed to react, preferably, at 80° C. for 4 hours. Here, 2 to 10 equ... The reactants are OCCN1C(COCC1)CCCC(CCC)CCC (4-(2-hydroxyethyl)-3-(4-propylheptyl)morpholine), Cl (hydrochloric acid). Solvent: C(C(C)C)C(=O)C (methyl iso-butyl ketone). Run at temperature 0 celsius, time 2 hour. Yields the product Cl.OCCN1C(COCC1)CCCC(CCC)CCC (4-(2-hydroxyethyl)-3-(4-propylheptyl) morpholine hydrochloride). Yield: 70.3%. Reaction SMILES: [OH:1][CH2:2][CH2:3][N:4]1[CH2:9][CH2:8][O:7][CH2:6][CH:5]1[CH2:10][CH2:11][CH2:12][CH:13]([CH2:17][CH2:18][CH3:19])[CH2:14][CH2:15][CH3:16].[ClH:20]>C(C(C)=O)C(C)C>[ClH:20].[OH:1][CH2:2][CH2:3][N:4]1[CH2:9][CH2:8][O:7][CH2:6][CH:5]1[CH2:10][CH2:11][CH2:12][CH:13]([CH2:14][CH2:15][CH3:16])[CH2:17][CH2:18][CH3:19] |f:3.4|. Procedure: To a solution of 7.4 g of crude 4-(2-hydroxyethyl)-3-(4-propylheptyl)morpholine in 22 ml of methyl iso-butyl ketone at room temperature concentrated hydrochloric acid (2.7g, 1 eq.) was added. The solution was concentrated until dry at 60° C. The oil was dissolved again in 21 ml of methyl iso-butyl ketone the solution was seeded and stirred for 2 hours at 0° C. The white solid was filtered, washed with 20 ml of cold methyl iso-butyl ketone and dried to obtain 5.9 g of 4-(2-hydroxyethyl)-3-(4-prop... Starting materials: BrC=1C=NC=C(C1N)Br (3,5-dibromo-4-amino-pyridine), C(=O)([O-])[O-].[Na+].[Na+] (Na2CO3), ClC=1C(=C(C=CC1)B(O)O)Cl (dichlorobenzene boronic acid). The reagents and catalysts are C=1C=CC(=CC1)[P](C=2C=CC=CC2)(C=3C=CC=CC3)[Pd]([P](C=4C=CC=CC4)(C=5C=CC=CC5)C=6C=CC=CC6)([P](C=7C=CC=CC7)(C=8C=CC=CC8)C=9C=CC=CC9)[P](C=1C=CC=CC1)(C=1C=CC=CC1)C=1C=CC=CC1 (Pd(PPh3)4). The solvent is C1(=CC=CC=C1)C (toluene), C(C)O (ethanol), C(C)(=O)OCC (ethyl acetate). Yields the product BrC=1C=NC=C(C1N)C1=CC(=C(C=C1)Cl)Cl (3-bromo-5-(3,4-dichlorophenyl)-4-amino-pyridine). As a reaction SMILES: Br[C:2]1[CH:3]=[N:4][CH:5]=[C:6]([Br:9])[C:7]=1[NH2:8].C([O-])([O-])=O.[Na+].[Na+].[Cl:16][C:17]1[C:18]([Cl:26])=[C:19](B(O)O)[CH:20]=[CH:21][CH:22]=1>C1(C)C=CC=CC=1.C(O)C.C(OCC)(=O)C.C1C=CC([P]([Pd]([P](C2C=CC=CC=2)(C2C=CC=CC=2)C2C=CC=CC=2)([P](C2C=CC=CC=2)(C2C=CC=CC=2)C2C=CC=CC=2)[P](C2C=CC=CC=2)(C2C=CC=CC=2)C2C=CC=CC=2)(C2C=CC=CC=2)C2C=CC=CC=2)=CC=1>[Br:9][C:6]1[CH:5]=[N:4][CH:3]=[C:2]([C:20]2[CH:21]=[CH:22][C:17]([Cl:16])=[C:18]([Cl:26])[CH:19]=2)[C:7]=1[NH2:8] |f:1.2.3,^1:46,48,67,86|. Procedure details: A solution of 3,5-dibromo-4-amino-pyridine 1 (4.0 g, 15.87 mmol), Pd(PPh3)4 (0.91 g, 0.78 mmol) and aqueous solution of Na2CO3 (23.8 ml, 2M ) in toluene (80 ml ) is added to a solution of dichlorobenzene boronic acid (6.23 g, 46.4 mmole) in ethanol (24 ml). The mixture is refluxed for 14 h., diluted with ethyl acetate and washed with saturated NH4Cl solution. The organic layer is dried over sodium sulfate and concentrated in vacuo. The residue is chromatographed on silica gel to give 2.